Dataset: the Open Reaction Database (ORD), a public repository of structured organic reaction records. Task: describe an organic reaction: reactants, conditions, products, and yield The reactants are C#CCC(CCCCC)O (1-nonyn-4-ol), CCCCCC (hexane), O (water), CC(=O)C.OS(=O)(=O)O.O=[Cr](=O)=O (Jones reagent). The solvent is CC(=O)C (acetone). Product: C#CCC(CCCCC)=O (1-Nonyn-4-one). Reaction SMILES: [CH:1]#[C:2][CH2:3][CH:4]([OH:10])[CH2:5][CH2:6][CH2:7][CH2:8][CH3:9].CC(C)=O.OS(O)(=O)=O.O=[Cr](=O)=O.CCCCCC.O>CC(C)=O>[CH:1]#[C:2][CH2:3][C:4](=[O:10])[CH2:5][CH2:6][CH2:7][CH2:8][CH3:9] |f:1.2.3|. Reported procedure: A solution of 14 g of 1-nonyn-4-ol in 100 ml of acetone is cooled to 0° and treated dropwise with 70 ml of 2.67 molar Jones reagent with stirring. The reaction mixture is poured into a mixture of hexane and water, the organic layer is separated and washed with water, dried over sodium sulfate, stripped of solvent, and the residue distilled to give the title product. Solvent: O (water). Isolated yield 63.0%. Run at time 90 minute. Starting materials: [O-][O-].[Na+].[Na+] (sodium peroxide), ClC(=O)OC(C)(C)C#N (1-cyano-1-methylethyl chloroformate), ice water, [O-][O-].[Na+].[Na+] (sodium peroxide). The product is C(=O)(OC(C)(C)C#N)OOC(=O)OC(C)(C)C#N (Di(1-cyano-1-methylethyl) peroxydicarbonate). RXN SMILES: [O-:1][O-:2].[Na+].[Na+].Cl[C:6]([O:8][C:9]([C:12]#[N:13])([CH3:11])[CH3:10])=[O:7]>O>[C:6]([O:1][O:2][C:6]([O:8][C:9]([C:12]#[N:13])([CH3:11])[CH3:10])=[O:7])([O:8][C:9]([C:12]#[N:13])([CH3:11])[CH3:10])=[O:7] |f:0.1.2|. Procedure details: Into a 500 ml round bottom flask equipped with a thermometer, a dropping funnel and a Teflon blade stirrer were added a solution of 50 weight percent sodium hydroxide (41.9 grams, 0.52 mole) and 84 grams of distilled water. The solution was cooled to 15° C. by an ice bath and 50% hydrogen peroxide (18.4 grams, 0.27 mole) was added slowly through the dropping funnel. A sodium peroxide slurry formed immediately. The sodium peroxide slurry was transferred slowly into a 500 ml four-necked round bott... The reactants are C1CCOC1, CNC(=O)C(NC(=O)c1nc(-c2ccccc2)n2c1CNCCC2)C(C)(C)C, CC(=O)O, CCOC(C)=O, ClCCl. Product: CNC(=O)C(NC(=O)c1nc(-c2ccccc2)n2c1CN(C)CCC2)C(C)(C)C. Reaction SMILES: [CH2:33]1[O:34][CH2:35][CH2:36][CH2:37]1.[CH3:1][C:2]([CH:3]([C:4](=[O:5])[NH:6][CH3:7])[NH:8][C:9](=[O:10])[c:11]1[n:12][c:13](-[c:21]2[cH:22][cH:23][cH:24][cH:25][cH:26]2)[n:14]2[c:15]1[CH2:16][NH:17][CH2:18][CH2:19][CH2:20]2)([CH3:27])[CH3:28].[CH3:29][C:30](=[O:31])[OH:32].[CH3:38][CH2:39][O:40][C:41]([CH3:42])=[O:43].[Cl:44][CH2:45][Cl:46]>>[CH3:1][C:2]([CH:3]([C:4](=[O:5])[NH:6][CH3:7])[NH:8][C:9](=[O:10])[c:11]1[n:12][c:13](-[c:21]2[cH:22][cH:23][cH:24][cH:25][cH:26]2)[n:14]2[c:15]1[CH2:16][N:17]([CH3:29])[CH2:18][CH2:19][CH2:20]2)([CH3:27])[CH3:28]. Reactants: Cc1nc(NCc2nccs2)c(F)c(NNC(=O)C(CC2CCCC2)CN(C=O)OC2CCCCO2)n1, O. Yields the product Cc1nc(NCc2nccs2)c(F)c(NNC(=O)C(CC2CCCC2)CN(O)C=O)n1. Reaction SMILES: [CH:1]1([CH2:6][CH:7]([CH2:8][N:9]([CH:10]=[O:11])[O:12][CH:13]2[CH2:14][CH2:15][CH2:16][CH2:17][O:18]2)[C:19](=[O:20])[NH:21][NH:22][c:23]2[n:24][c:25]([CH3:37])[n:26][c:27]([NH:30][CH2:31][c:32]3[s:33][cH:34][cH:35][n:36]3)[c:28]2[F:29])[CH2:2][CH2:3][CH2:4][CH2:5]1.[OH2:38]>>[CH:1]1([CH2:6][CH:7]([CH2:8][N:9]([CH:10]=[O:11])[OH:12])[C:19](=[O:20])[NH:21][NH:22][c:23]2[n:24][c:25]([CH3:37])[n:26][c:27]([NH:30][CH2:31][c:32]3[s:33][cH:34][cH:35][n:36]3)[c:28]2[F:29])[CH2:2][CH2:3][CH2:4][CH2:5]1. Reactants: BrC1=CC=2C3=C(C=NC2C=C1)N(C(N3C=3C(=NN(C3)C)C)=O)C (8-bromo-1-(1,3-dimethyl-1H-pyrazol-4-yl)-3-methyl-1,3-dihydro-imidazo[4,5-c]quinolin-2-one), BrC1=CC=2C3=C(C=NC2C=C1)N(C(N3C=3C(=NN(C3)C)C)=O)C (8-bromo-1-(1,3-dimethyl-1H-pyrazol-4-yl)-3-methyl-1,3-dihydro-imidazo[4,5-c]quinolin-2-one), C(C)OC=1C(=NC=C(C1)B1OC(C(O1)(C)C)(C)C)C (3-ethoxy-2-methyl-5-(4,4,5,5-tetramethyl-[1,3,2]dioxaborolan-2-yl)-pyridine). Yields the product CN1N=C(C(=C1)N1C(N(C=2C=NC=3C=CC(=CC3C21)C=2C=NC(=C(C2)OCC)C)C)=O)C (1-(1,3-Dimethyl-1H-pyrazol-4-yl)-8-(5-ethoxy-6-methyl-pyridin-3-yl)-3-methyl-1,3-dihydro-imidazo[4,5-c]quinolin-2-one). RXN SMILES: Br[C:2]1[CH:11]=[CH:10][C:9]2[N:8]=[CH:7][C:6]3[N:12]([CH3:23])[C:13](=[O:22])[N:14]([C:15]4[C:16]([CH3:21])=[N:17][N:18]([CH3:20])[CH:19]=4)[C:5]=3[C:4]=2[CH:3]=1.[CH2:24]([O:26][C:27]1[C:28]([CH3:42])=[N:29][CH:30]=[C:31](B2OC(C)(C)C(C)(C)O2)[CH:32]=1)[CH3:25]>>[CH3:20][N:18]1[CH:19]=[C:15]([N:14]2[C:5]3[C:4]4[CH:3]=[C:2]([C:31]5[CH:30]=[N:29][C:28]([CH3:42])=[C:27]([O:26][CH2:24][CH3:25])[CH:32]=5)[CH:11]=[CH:10][C:9]=4[N:8]=[CH:7][C:6]=3[N:12]([CH3:23])[C:13]2=[O:22])[C:16]([CH3:21])=[N:17]1. Reported procedure: The title compound was synthesized in a similar manner as described for Example 1.1 using 8-bromo-1-(1,3-dimethyl-1H-pyrazol-4-yl)-3-methyl-1,3-dihydro-imidazo[4,5-c]quinolin-2-one (Intermediate A) and 3-ethoxy-2-methyl-5-(4,4,5,5-tetramethyl-[1,3,2]dioxaborolan-2-yl)-pyridine (Stage 85.1.1) to give the title compound as a white solid. (HPLC: tR 2.22 min (Method A); M+H=429 MS-ES; 1H-NMR (d6-DMSO, 400 MHz) 8.98 (s, 1H), 8.19-8.17 (m, 1H), 8.13-8.09 (m, 2H), 8.02-7.98 (m, 1H), 7.61-7.59 (m, 1H), ... Reactants: [Br-], Cc1ccc(C=O)cc1C, COS(=O)(=O)[O-], CCCC[N+](CCCC)(CCCC)CCCC, CCOCC, C[S+](C)C, ClCCl, [Na+], [OH-], O. The product is Cc1ccc(C2CO2)cc1C. RXN SMILES: [Br-:27].[CH3:13][c:14]1[cH:15][c:16]([CH:17]=[O:18])[cH:19][cH:20][c:21]1[CH3:22].[CH3:1][O:2][S:3]([O-:4])(=[O:5])=[O:6].[CH3:28][CH2:29][CH2:30][CH2:31][N+:32]([CH2:33][CH2:34][CH2:35][CH3:36])([CH2:37][CH2:38][CH2:39][CH3:40])[CH2:41][CH2:42][CH2:43][CH3:44].[CH3:45][CH2:46][O:47][CH2:48][CH3:49].[CH3:7][S+:8]([CH3:9])[CH3:10].[Cl:23][CH2:24][Cl:25].[Na+:12].[OH-:11].[OH2:26]>>[CH2:1]1[O:2][CH:17]1[c:16]1[cH:15][c:14]([CH3:13])[c:21]([CH3:22])[cH:20][cH:19]1. RXN SMILES: [C:1]1(=[N:7]O)[CH2:6][CH2:5][CH2:4][CH2:3][CH2:2]1.[OH-].[K+].CS(C)=O.[CH:15]#[CH:16].[CH2:17](OCC)[CH3:18]>O1CCOCC1>[CH:15]([N:7]1[C:1]2[CH2:6][CH2:5][CH2:4][CH2:3][C:2]=2[CH:18]=[CH:17]1)=[CH2:16] |f:1.2|. Reported procedure: 5 g of cyclohexanone oxime, 1 g of potassium hydroxide, 50 ml of dimethylsulfoxide and 50 ml of dioxane are heated for a period of one hour at the temperature of 140° C in the presence of a 5-fold excess of acetylene (with respect to the stoichiometric amount thereof). After extraction with diethyl ether and distillation 5.4 g (yield is 91.6%) of 1-vinyl-4,5,6,7-tetrahydroindole are obtained. Starting materials: C(C)OCC (diethyl ether), C1(CCCCC1)=NO (cyclohexanone oxime), [OH-].[K+] (potassium hydroxide), CS(=O)C (dimethylsulfoxide), C#C (acetylene). Solvent: O1CCOCC1 (dioxane). Yields the product C(=C)N1C=CC=2CCCCC12 (1-vinyl-4,5,6,7-tetrahydroindole). Isolated yield 91.6%. Starting materials: ClC1=C2C(=NC=N1)N(N=C2)C2=NC=C(C=C2C(F)(F)F)Cl (4-chloro-1-(5-chloro-3-(trifluoromethyl)pyridin-2-yl)-1H-pyrazolo[3,4-d]pyrimidine), [H-].[Na+] (Sodium hydride), oil, C1(CCC1)OC[C@@H](C(=O)NC1=NC=C(N=C1)C)O ((S)-3-cyclobutoxy-2-hydroxy-N-(5-methylpyrazin-2-yl)propanamide), C(CC(O)(C(=O)O)CC(=O)O)(=O)O (Citric acid). Solvent: C1CCOC1 (THF), C1CCOC1 (THF). Conditions: temperature 0 celsius, time 10 minute. The product is ClC=1C=C(C(=NC1)N1N=CC=2C(=NC=NC21)O[C@H](C(=O)NC2=NC=C(N=C2)C)COC2CCC2)C(F)(F)F ((2S)-2-[1-[5-chloro-3-(trifluoromethyl)pyridin-2-yl]pyrazolo[4,5-e]pyrimidin-4-yl]oxy-3-cyclobutyloxy-N-(5-methylpyrazin-2-yl)propanamide). Yield: 100.2%. Reaction SMILES: [H-].[Na+].[CH:3]1([O:7][CH2:8][C@H:9]([OH:20])[C:10]([NH:12][C:13]2[CH:18]=[N:17][C:16]([CH3:19])=[CH:15][N:14]=2)=[O:11])[CH2:6][CH2:5][CH2:4]1.Cl[C:22]1[N:27]=[CH:26][N:25]=[C:24]2[N:28]([C:31]3[C:36]([C:37]([F:40])([F:39])[F:38])=[CH:35][C:34]([Cl:41])=[CH:33][N:32]=3)[N:29]=[CH:30][C:23]=12.C(O)(=O)CC(CC(O)=O)(C(O)=O)O>C1COCC1>[Cl:41][C:34]1[CH:35]=[C:36]([C:37]([F:40])([F:38])[F:39])[C:31]([N:28]2[C:24]3[N:25]=[CH:26][N:27]=[C:22]([O:20][C@@H:9]([CH2:8][O:7][CH:3]4[CH2:6][CH2:5][CH2:4]4)[C:10]([NH:12][C:13]4[CH:18]=[N:17][C:16]([CH3:19])=[CH:15][N:14]=4)=[O:11])[C:23]=3[CH:30]=[N:29]2)=[N:32][CH:33]=1 |f:0.1|. Procedure: 60% Sodium hydride in mineral oil (60 mg, 1.50 mmol) was added in one portion to (S)-3-cyclobutoxy-2-hydroxy-N-(5-methylpyrazin-2-yl)propanamide (Intermediate R1) (251 mg, 1.00 mmol) in anhydrous THF (5 mL) at 0° C. under nitrogen. The resulting suspension was stirred at 0° C. for 10 minutes and then 4-chloro-1-(5-chloro-3-(trifluoromethyl)pyridin-2-yl)-1H-pyrazolo[3,4-d]pyrimidine (Intermediate K3) (334 mg, 1.00 mmol) as suspension in dry THF (2.5 mL) added dropwise over 1 minute. The mixture w... Reaction conditions: temperature 100 celsius. Isolated yield 47.4%. Product: C(C)(C)(C)N1C(C2=C(C(=C3N2CCC=2C=C(C(=CC32)NC(C(C)C)=O)OC)C=3SC=CC3)CCC1)=O (9-tert-butyl-2-isobutyramido-3-methoxy-13-(2-thienyl)-5,6,9,10,11,12-hexahydro-8H-azepino[4′,3′:4,5]pyrrolo[2,1-a]isoquinolin-8-one). Reported procedure: A mixture of 250 mg of 3d, 110 mg of isobutyramide, 230 mg of K3PO4, 15 mg of Pd2 dba3 and 20 mg of di-tert-butyl(2′,4′,6′-triisopropyl-3,4,5,6-tetramethylbiphenyl-2-yl)phosphine in 3 ml of degassed tert-butanol was heated under nitrogen atmosphere for 16 hr at 100° C. The reaction mixture was cooled and diluted with 20 ml of water. The product was extracted into ethyl acetate. The extract was washed with water, dried, concentrated and the product was purified by chromatography over silica gel, ... Reaction SMILES: [C:1]([N:5]1[CH2:30][CH2:29][CH2:28][C:8]2[C:9]([C:23]3[S:24][CH:25]=[CH:26][CH:27]=3)=[C:10]3[C:19]4[CH:18]=[C:17](Br)[C:16]([O:21][CH3:22])=[CH:15][C:14]=4[CH2:13][CH2:12][N:11]3[C:7]=2[C:6]1=[O:31])([CH3:4])([CH3:3])[CH3:2].[C:32]([NH2:37])(=[O:36])[CH:33]([CH3:35])[CH3:34].[O-]P([O-])([O-])=O.[K+].[K+].[K+].C(P(C(C)(C)C)C1C(C)=C(C)C(C)=C(C)C=1C1C(C(C)C)=CC(C(C)C)=CC=1C(C)C)(C)(C)C>C(O)(C)(C)C.O.C1C=CC(/C=C/C(/C=C/C2C=CC=CC=2)=O)=CC=1.C1C=CC(/C=C/C(/C=C/C2C=CC=CC=2)=O)=CC=1.C1C=CC(/C=C/C(/C=C/C2C=CC=CC=2)=O)=CC=1.[Pd].[Pd]>[C:1]([N:5]1[CH2:30][CH2:29][CH2:28][C:8]2[C:9]([C:23]3[S:24][CH:25]=[CH:26][CH:27]=3)=[C:10]3[C:19]4[CH:18]=[C:17]([NH:37][C:32](=[O:36])[CH:33]([CH3:35])[CH3:34])[C:16]([O:21][CH3:22])=[CH:15][C:14]=4[CH2:13][CH2:12][N:11]3[C:7]=2[C:6]1=[O:31])([CH3:4])([CH3:3])[CH3:2] |f:2.3.4.5,9.10.11.12.13|. Reagents/catalysts: C=1C=CC(=CC1)/C=C/C(=O)/C=C/C2=CC=CC=C2.C=1C=CC(=CC1)/C=C/C(=O)/C=C/C2=CC=CC=C2.C=1C=CC(=CC1)/C=C/C(=O)/C=C/C2=CC=CC=C2.[Pd].[Pd] (Pd2 dba3). Reactants: C(C)(C)(C)N1C(C2=C(C(=C3N2CCC=2C=C(C(=CC32)Br)OC)C=3SC=CC3)CCC1)=O (9-tert-butyl-2-bromo-3-methoxy-13-(2-thienyl)-5,6,9,10,11,12-hexahydro-8H-azepino[4′,3′:4,5]pyrrolo[2,1-a]isoquinolin-8-one), C(C(C)C)(=O)N (isobutyramide), [O-]P(=O)([O-])[O-].[K+].[K+].[K+] (K3PO4), C(C)(C)(C)P(C1=C(C(=C(C(=C1C)C)C)C)C1=C(C=C(C=C1C(C)C)C(C)C)C(C)C)C(C)(C)C (di-tert-butyl(2′,4′,6′-triisopropyl-3,4,5,6-tetramethylbiphenyl-2-yl)phosphine). Run in C(C)(C)(C)O (tert-butanol), O (water).